This data is from the Open Reaction Database (ORD), a public repository of structured organic reaction records. The task is: describe an organic reaction: reactants, conditions, products, and yield Reaction conditions: time 8 hour. Procedure details: To a stirred and refluxing mixture of 14 parts of 4-phenyl-4-piperidinecarbonyl chloride hydrochloride and 130 parts of methylbenzene are added dropwise 6.9 parts of 1-piperidinepropanol. Upon completion, stirring is continued overnight at reflux temperature. The methylbenzene-phase is decanted and the residual oil is boiled in a mixture of 2,2'-oxybispropane and ethanol. The precipitated product is filtered off and dried, yielding 14 parts of 3-(1-piperidinyl)-propyl 4-phenyl-4-piperidinecarbox... The solvent is CC1=CC=CC=C1 (methylbenzene). The reactants are 14, Cl.C1(=CC=CC=C1)C1(CCNCC1)C(=O)Cl (4-phenyl-4-piperidinecarbonyl chloride hydrochloride), N1(CCCCC1)CCCO (1-piperidinepropanol). Yields the product 14, O.Cl.Cl.C1(=CC=CC=C1)C1(CCNCC1)C(=O)OCCCN1CCCCC1 (3-(1-piperidinyl)-propyl 4-phenyl-4-piperidinecarboxylate dihydrochloride monohydrate). RXN SMILES: [ClH:1].[C:2]1([C:8]2([C:14]([Cl:16])=[O:15])[CH2:13][CH2:12][NH:11][CH2:10][CH2:9]2)[CH:7]=[CH:6][CH:5]=[CH:4][CH:3]=1.[N:17]1([CH2:23][CH2:24][CH2:25][OH:26])[CH2:22][CH2:21][CH2:20][CH2:19][CH2:18]1>CC1C=CC=CC=1>[OH2:15].[ClH:16].[ClH:1].[C:2]1([C:8]2([C:14]([O:26][CH2:25][CH2:24][CH2:23][N:17]3[CH2:22][CH2:21][CH2:20][CH2:19][CH2:18]3)=[O:15])[CH2:9][CH2:10][NH:11][CH2:12][CH2:13]2)[CH:3]=[CH:4][CH:5]=[CH:6][CH:7]=1 |f:0.1,4.5.6.7|. The solvent is C(Cl)Cl (CH2Cl2). RXN SMILES: C(OC(=O)[NH:7][C:8]1[C@:9]([CH3:38])([C:34]([F:37])([F:36])[F:35])[O:10][CH2:11][C@:12]([C:15]2[CH:20]=[C:19]([NH:21][C:22]([C:24]3[C:29]([CH3:30])=[CH:28][C:27]([C:31]#[N:32])=[CH:26][N:25]=3)=[O:23])[CH:18]=[CH:17][C:16]=2[F:33])([CH3:14])[N:13]=1)(C)(C)C.C(O)(C(F)(F)F)=O.C([O-])(O)=O.[Na+]>C(Cl)Cl>[NH2:7][C:8]1[C@:9]([CH3:38])([C:34]([F:35])([F:37])[F:36])[O:10][CH2:11][C@:12]([C:15]2[CH:20]=[C:19]([NH:21][C:22]([C:24]3[C:29]([CH3:30])=[CH:28][C:27]([C:31]#[N:32])=[CH:26][N:25]=3)=[O:23])[CH:18]=[CH:17][C:16]=2[F:33])([CH3:14])[N:13]=1 |f:2.3|. Yields the product NC1=N[C@](CO[C@]1(C(F)(F)F)C)(C)C=1C=C(C=CC1F)NC(=O)C1=NC=C(C=C1C)C#N (5-Cyano-3-methyl-pyridine-2-carboxylic acid [3-((3R,6R)-5-amino-3,6-dimethyl-6-trifluoromethyl-3,6-dihydro-2H-[1,4]oxazin-3-yl)-4-fluoro-phenyl]-amide). The reactants are C(C)(C)(C)OC(NC=1[C@@](OC[C@@](N1)(C)C1=C(C=CC(=C1)NC(=O)C1=NC=C(C=C1C)C#N)F)(C(F)(F)F)C)=O (((2R,5R)-5-{5-[(5-cyano-3-methyl-pyridine-2-carbonyl)-amino]-2-fluoro-phenyl}-2,5-dimethyl-2-trifluoromethyl-5,6-dihydro-2H-[1,4]oxazin-3-yl)-carbamic acid tert-butyl ester), C(=O)(C(F)(F)F)O (TFA), C(=O)(O)[O-].[Na+] (NaHCO3). Reaction conditions: temperature 25 celsius, time 2.5 hour. Procedure details: To a solution of ((2R,5R)-5-{5-[(5-cyano-3-methyl-pyridine-2-carbonyl)-amino]-2-fluoro-phenyl}-2,5-dimethyl-2-trifluoromethyl-5,6-dihydro-2H-[1,4]oxazin-3-yl)-carbamic acid tert-butyl ester (2.27 g, 4.13 mmol) in CH2Cl2 (25 ml) was added TFA (41.3 mmol, 3.18 ml) and the reaction mixture was stirred at 25° C. for 2.5 h. The reaction mixture was added to 10% aqueous NaHCO3 solution (pH>8) and the free base was extracted with EtOAc. Combined organic layers were washed with water and brine, dried ov... Starting materials: FC(C(=O)NC1=NC(=CC=C1)C)(F)F (2,2,2-trifluoro-N-(6-methyl-pyridin-2-yl)-acetamide), BrN1C(CCC1=O)=O (N-bromosuccinimide), C(C1=CC=CC=C1)(=O)OOC(C1=CC=CC=C1)=O (benzoyl peroxide), FC(C(=O)NC1=NC(=CC=C1)C)(F)F (2,2,2-trifluoro-N-(6-methyl-pyridin-2-yl)-acetamide), CC1=CC=CC(=N1)N (6-methyl-pyridin-2-ylamine), FC(C(=O)OC(C(F)(F)F)=O)(F)F (trifluoroacetic anhydride). The solvent is C(Cl)(Cl)(Cl)Cl (carbon tetrachloride), C(Cl)Cl (DCM). The product is BrCC1=CC=CC(=N1)NC(C(F)(F)F)=O (N-(6-bromomethyl-pyridin-2-yl)-2,2,2-trifluoro-acetamide). RXN SMILES: [F:1][C:2]([F:14])([F:13])[C:3]([NH:5][C:6]1[CH:11]=[CH:10][CH:9]=[C:8]([CH3:12])[N:7]=1)=[O:4].CC1N=C(N)C=CC=1.FC(F)(F)C(OC(=O)C(F)(F)F)=O.[Br:36]N1C(=O)CCC1=O.C(OOC(=O)C1C=CC=CC=1)(=O)C1C=CC=CC=1>C(Cl)Cl.C(Cl)(Cl)(Cl)Cl>[Br:36][CH2:12][C:8]1[N:7]=[C:6]([NH:5][C:3](=[O:4])[C:2]([F:1])([F:13])[F:14])[CH:11]=[CH:10][CH:9]=1. Procedure: 2,2,2-trifluoro-N-(6-methyl-pyridin-2-yl)-acetamide xxii can be prepared from 6-methyl-pyridin-2-ylamine and trifluoroacetic anhydride in DCM. Radical bromination of xxii with N-bromosuccinimide and benzoyl peroxide in refluxing carbon tetrachloride affords N-(6-bromomethyl-pyridin-2-yl)-2,2,2-trifluoro-acetamide xxiii. The reactants are ClC=1C=C(C=CC1C=C)N(S(=O)(=O)C)C1=CC2=C(C(=C(O2)C2=CC=C(C=C2)F)C(=O)NC)C=C1C1CC1 (6-(N-(3-chloro-4-vinylphenyl)methylsulfonamido)-5-cyclopropyl-2-(4-fluorophenyl)-N-methylbenzofuran-3-carboxamide), C1CCOC1.O (THF water), I(=O)(=O)(=O)[O-].[Na+] (sodium periodate). Reagents/catalysts: [Os](=O)(=O)(=O)=O (osmium tetroxide). Run in CCOC(=O)C (EtOAc). Yields the product ClC=1C=C(C=CC1C=O)N(S(=O)(=O)C)C1=CC2=C(C(=C(O2)C2=CC=C(C=C2)F)C(=O)NC)C=C1C1CC1 (6-(N-(3-Chloro-4-formylphenyl)methylsulfonamido)-5-cyclopropyl-2-(4-fluorophenyl)-N-methylbenzofuran-3-carboxamide). Yield: 50.0%. As a reaction SMILES: [Cl:1][C:2]1[CH:3]=[C:4]([N:10]([C:15]2[C:34]([CH:35]3[CH2:37][CH2:36]3)=[CH:33][C:18]3[C:19]([C:29]([NH:31][CH3:32])=[O:30])=[C:20]([C:22]4[CH:27]=[CH:26][C:25]([F:28])=[CH:24][CH:23]=4)[O:21][C:17]=3[CH:16]=2)[S:11]([CH3:14])(=[O:13])=[O:12])[CH:5]=[CH:6][C:7]=1[CH:8]=C.C1C[O:41]CC1.O.I([O-])(=O)(=O)=O.[Na+]>CCOC(C)=O.[Os](=O)(=O)(=O)=O>[Cl:1][C:2]1[CH:3]=[C:4]([N:10]([C:15]2[C:34]([CH:35]3[CH2:37][CH2:36]3)=[CH:33][C:18]3[C:19]([C:29]([NH:31][CH3:32])=[O:30])=[C:20]([C:22]4[CH:23]=[CH:24][C:25]([F:28])=[CH:26][CH:27]=4)[O:21][C:17]=3[CH:16]=2)[S:11]([CH3:14])(=[O:13])=[O:12])[CH:5]=[CH:6][C:7]=1[CH:8]=[O:41] |f:1.2,3.4|. Procedure: A suspension of 6-(N-(3-chloro-4-vinylphenyl)methylsulfonamido)-5-cyclopropyl-2-(4-fluorophenyl)-N-methylbenzofuran-3-carboxamide (890 mg, 1.65 mmol) in 1:1 THF/water (36 mL) was treated with a solution of osmium tetroxide (2.5% in t-butanol, 0.415 mL, 0.033 mmol) and stirred for a few minutes. The resulting solution was treated with sodium periodate (883 mg, 4.13 mmol) and the reaction mixture was stirred for 16 h at rt. The reaction mixture was diluted with EtOAc and washed with 1:1 water/brin... The reactants are Cl (hydrogen chloride), COC1=C(C(OCC)=N)C=CC=C1C (Ethyl 2-methoxy-3-methylbenzimidate), N (ammonia). The solvent is C(C)OCC (diethyl ether), C(C)OCC (diethyl ether), C(C)O (ethanol), C(C)O (ethanol). Reaction conditions: time 3 day. Yields the product Cl.COC1=C(C(=N)N)C=CC=C1C (2-methoxy-3-methylbenzamidine hydrochloride). Reaction SMILES: [CH3:1][O:2][C:3]1[C:13]([CH3:14])=[CH:12][CH:11]=[CH:10][C:4]=1[C:5](=[NH:9])OCC.[NH3:15].[ClH:16]>C(O)C.C(OCC)C>[ClH:16].[CH3:1][O:2][C:3]1[C:13]([CH3:14])=[CH:12][CH:11]=[CH:10][C:4]=1[C:5]([NH2:9])=[NH:15] |f:5.6|. Reported procedure: Ethyl 2-methoxy-3-methylbenzimidate borofluoride (28 g.) was mixed with a saturated anhydrous solution of ammonia in ethanol (46 ml.), the mixture was kept at room temperature in a stoppered vessel for 3 days and then evaporated to dryness in vacuo. The residue was dissolved in water (25 ml.) and treated with 5N sodium hydroxide solution (50 ml.). The solution was saturated with sodium chloride and extracted with diethyl ether. The extract was dried over potassium hydroxide and evaporated to giv... Reactants: CC(C)c1ccc(N)cc1, O=Cc1ccc(Cl)cc1Cl. Yields the product CC(C)c1ccc(NCc2ccc(Cl)cc2Cl)cc1. RXN SMILES: [CH:11]([CH3:12])([CH3:13])[c:14]1[cH:15][cH:16][c:17]([NH2:18])[cH:19][cH:20]1.[Cl:1][c:2]1[c:3]([CH:4]=[O:5])[cH:6][cH:7][c:8]([Cl:10])[cH:9]1>>[Cl:1][c:2]1[c:3]([CH2:4][NH:18][c:17]2[cH:16][cH:15][c:14]([CH:11]([CH3:12])[CH3:13])[cH:20][cH:19]2)[cH:6][cH:7][c:8]([Cl:10])[cH:9]1. Reactants: OC1=C2C=C(NC2=CC=C1)C (4-hydroxy-2-methylindole), C(C)OC(C(C(C)C)Br)=O (2-bromo-3-methyl-butyric acid ethyl ester), C([O-])([O-])=O.[K+].[K+] (potassium carbonate). Solvent: CC(=O)C (acetone). Product: C(C)OC(C(C(C)C)OC1=C2C=C(NC2=CC=C1)C)=O (3-Methyl-2-(2-methyl-1H-indol-4-yloxy)-butyric acid ethyl ester). RXN SMILES: [OH:1][C:2]1[CH:10]=[CH:9][CH:8]=[C:7]2[C:3]=1[CH:4]=[C:5]([CH3:11])[NH:6]2.[CH2:12]([O:14][C:15](=[O:21])[CH:16](Br)[CH:17]([CH3:19])[CH3:18])[CH3:13].C(=O)([O-])[O-].[K+].[K+]>CC(C)=O>[CH2:12]([O:14][C:15](=[O:21])[CH:16]([O:1][C:2]1[CH:10]=[CH:9][CH:8]=[C:7]2[C:3]=1[CH:4]=[C:5]([CH3:11])[NH:6]2)[CH:17]([CH3:19])[CH3:18])[CH3:13] |f:2.3.4|. Reported procedure: A mixture of 4-hydroxy-2-methylindole (1) (1.5 g, 0.010 mole), 2-bromo-3-methyl-butyric acid ethyl ester (2.2 g, 0.010 mole) and potassium carbonate (excess) in acetone (50 mL) was refluxed for 3 days. The reaction mixture was filtered, and the filtrate was concentrated. The residue was purified by column chromatography (20:1 Hex:EtOAc) to afford intermediate 2. Yield: 1.88 g, 71%